From a dataset of the Open Reaction Database (ORD), a public repository of structured organic reaction records. describe an organic reaction: reactants, conditions, products, and yield Procedure: 5-Amino-3-acetoxymethyl-N-(1,3,4-triacetoxybut-2-yl)-2,4,6-triiodobenzamide (20 g, 24.5 mmol) was acylated with 2,3,4-triacetoxybutanoyl bromide (15.9 g, 49.0 mmol) according to the procedure given in example 80a. The yield was 45%. Reaction SMILES: [NH2:1][C:2]1[C:3]([I:34])=[C:4]([CH2:29][O:30][C:31](=[O:33])[CH3:32])[C:5]([I:28])=[C:6]([C:26]=1[I:27])[C:7]([NH:9][CH:10]([CH:16]([O:22][C:23](=[O:25])[CH3:24])[CH2:17][O:18][C:19](=[O:21])[CH3:20])[CH2:11][O:12][C:13](=[O:15])[CH3:14])=[O:8].[C:35]([O:38][CH:39]([CH:43]([O:49][C:50](=[O:52])[CH3:51])[CH2:44][O:45][C:46](=[O:48])[CH3:47])[C:40](Br)=[O:41])(=[O:37])[CH3:36]>>[C:35]([O:38][CH:39]([CH:43]([O:49][C:50](=[O:52])[CH3:51])[CH2:44][O:45][C:46](=[O:48])[CH3:47])[C:40]([NH:1][C:2]1[C:3]([I:34])=[C:4]([CH2:29][O:30][C:31](=[O:33])[CH3:32])[C:5]([I:28])=[C:6]([C:26]=1[I:27])[C:7]([NH:9][CH:10]([CH:16]([O:22][C:23](=[O:25])[CH3:24])[CH2:17][O:18][C:19](=[O:21])[CH3:20])[CH2:11][O:12][C:13](=[O:15])[CH3:14])=[O:8])=[O:41])(=[O:37])[CH3:36]. The product is C(C)(=O)OC(C(=O)NC=1C(=C(C(=C(C(=O)NC(COC(C)=O)C(COC(C)=O)OC(C)=O)C1I)I)COC(C)=O)I)C(COC(C)=O)OC(C)=O (5-[N′-(2,3,4-Triacetoxybutanoyl)-amino]-3-acetoxymethyl-N-(1,3,4-triacetoxybut-2-yl)-2,4,6-triiodobenzamide). Starting materials: NC=1C(=C(C(=C(C(=O)NC(COC(C)=O)C(COC(C)=O)OC(C)=O)C1I)I)COC(C)=O)I (5-Amino-3-acetoxymethyl-N-(1,3,4-triacetoxybut-2-yl)-2,4,6-triiodobenzamide), C(C)(=O)OC(C(=O)Br)C(COC(C)=O)OC(C)=O (2,3,4-triacetoxybutanoyl bromide). The yield is 45.0%. Reactants: COC(C1=CC=C(C=C1)CCC1=CC=CC=C1)=O (4-Phenethyl-benzoic acid methyl ester), [OH-].[Na+] (NaOH), Cl (HCl). Run in CCO (EtOH). Product: C(CC1=CC=CC=C1)C1=CC=C(C(=O)O)C=C1 (4-Phenethyl-benzoic acid). As a reaction SMILES: C[O:2][C:3](=[O:18])[C:4]1[CH:9]=[CH:8][C:7]([CH2:10][CH2:11][C:12]2[CH:17]=[CH:16][CH:15]=[CH:14][CH:13]=2)=[CH:6][CH:5]=1.[OH-].[Na+].Cl>CCO>[CH2:10]([C:7]1[CH:6]=[CH:5][C:4]([C:3]([OH:18])=[O:2])=[CH:9][CH:8]=1)[CH2:11][C:12]1[CH:13]=[CH:14][CH:15]=[CH:16][CH:17]=1 |f:1.2|. Reported procedure: 76B (1.20 g, 5 mmol) was suspended in EtOH (4 mL) and aqueous NaOH (1 M, 10 mL) and was heated to 75° C. for one hour. Upon cooling to room temperature, the solution was acidified with HCl (conc.), was cooled to 0° C., and was filtered. The white crystalline precipitate was dried under vacuum (835 mg, 74%). NMR 1H (ppm, CDCl3): 8.00 (d, J3=8.2 Hz, 2H), 7.29-7.13 (m, 9H), 3.01-2.91 (m, 4H). The reactants are FC1=CC=C(C=C1)CC1=CN=C2C(=C(C(N(C2=C1)CCCN1C(CCCCC1)=O)=O)C(=O)OCC)O (ethyl 7-[(4-fluorophenyl)methyl]-4-hydroxy-2-oxo-1-[3-(2-oxohexahydro-1H-azepin-1-yl)propyl]-1,2-dihydro-1,5-naphthyridine-3-carboxylate), CN (N-methylamine). Run in C(C)O (ethanol). The product is FC1=CC=C(C=C1)CC1=CN=C2C(=C(C(N(C2=C1)CCCN1C(CCCCC1)=O)=O)C(=O)NC)O (7-[(4-fluorophenyl)methyl]-4-hydroxy-N-methyl-2-oxo-1-[3-(2-oxohexahydro-1H-azepin-1-yl)propyl]-1,2-dihydro-1,5-naphthyridine-3-carboxamide). Reaction SMILES: [F:1][C:2]1[CH:7]=[CH:6][C:5]([CH2:8][C:9]2[CH:18]=[C:17]3[C:12]([C:13]([OH:36])=[C:14]([C:31]([O:33]CC)=O)[C:15](=[O:30])[N:16]3[CH2:19][CH2:20][CH2:21][N:22]3[CH2:28][CH2:27][CH2:26][CH2:25][CH2:24][C:23]3=[O:29])=[N:11][CH:10]=2)=[CH:4][CH:3]=1.[CH3:37][NH2:38]>C(O)C>[F:1][C:2]1[CH:7]=[CH:6][C:5]([CH2:8][C:9]2[CH:18]=[C:17]3[C:12]([C:13]([OH:36])=[C:14]([C:31]([NH:38][CH3:37])=[O:33])[C:15](=[O:30])[N:16]3[CH2:19][CH2:20][CH2:21][N:22]3[CH2:28][CH2:27][CH2:26][CH2:25][CH2:24][C:23]3=[O:29])=[N:11][CH:10]=2)=[CH:4][CH:3]=1. Reported procedure: This compound was prepared from ethyl 7-[(4-fluorophenyl)methyl]-4-hydroxy-2-oxo-1-[3-(2-oxohexahydro-1H-azepin-1-yl)propyl]-1,2-dihydro-1,5-naphthyridine-3-carboxylate and N-methylamine in ethanol using methods similar to Example 563 to provide an off-white solid: 1H NMR (300 MHz, DMSO-d6) δ ppm 1.54 (d, J=4.42 Hz, 4 H), 1.61-1.77 (m, 4 H), 2.35-2.44 (m, 2 H), 2.91 (d, J=4.84 Hz, 3 H), 3.34-3.42 (m, 4 H), 4.14-4.23 (m, 4 H), 7.14 (t, J=8.95 Hz, 2 H), 7.40 (dd, J=8.84, 5.48 Hz, 2 H), 7.99 (s, 1 ... The reactants are ClC1(C(NC2=C(CC1)C=CC=C2)=O)Cl (3,3-dichloro-2,3,4,5-tetrahydro-1H-[1]benzazepin-2-one), C(C)(=O)[O-].[Na+] (sodium acetate), [H][H] (hydrogen). The reagents and catalysts are [Pd] (Pd-C). Run in C(C)(=O)O (acetic acid). Product: ClC1C(NC2=C(CC1)C=CC=C2)=O (3-chloro-2,3,4,5-tetrahydro-1H-[1]benzazepin-2-one). As a reaction SMILES: [Cl:1][C:2]1(Cl)[CH2:8][CH2:7][C:6]2[CH:9]=[CH:10][CH:11]=[CH:12][C:5]=2[NH:4][C:3]1=[O:13].C([O-])(=O)C.[Na+].[H][H]>C(O)(=O)C.[Pd]>[Cl:1][CH:2]1[CH2:8][CH2:7][C:6]2[CH:9]=[CH:10][CH:11]=[CH:12][C:5]=2[NH:4][C:3]1=[O:13] |f:1.2|. Reported procedure: A solution of 3,3-dichloro-2,3,4,5-tetrahydro-1H-[1]benzazepin-2-one (20 g, 0.174 mol) and anhydrous sodium acetate (15.4 g, 0.188 mol) in glacial acetic acid (920 ml) was hydrogenated at atmospheric pressure using 5% Pd-C (1.72 g) as catalyst until the uptake of hydrogen ceased. The catalyst was filtered off and the acetic acid evaporated under reduced pressure. The residue was equilibrated between 10% NaHCO3 (900 ml) and dichloromethane (300 ml). The aqueous layer (pH 8) was further extracted ... The reactants are CC(C)(O)c1cc(Br)ccc1F, ClCCl. RXN SMILES: [Br:1][c:2]1[cH:3][cH:4][c:5]([F:12])[c:6]([C:8]([CH3:9])([CH3:10])[OH:11])[cH:7]1.[Cl:13][CH2:14][Cl:15]>>[Br:1][c:2]1[cH:3][cH:4][c:5]([F:12])[c:6]([C:8](=[CH2:9])[CH3:10])[cH:7]1. Product: C=C(C)c1cc(Br)ccc1F.